From a dataset of the Open Reaction Database (ORD), a public repository of structured organic reaction records. describe an organic reaction: reactants, conditions, products, and yield The reactants are N[C@@H](COCC1=CC=CC=C1)C(=O)O (H-Ser(Bzl)-OH), C(=O)(C)ON1C(=O)CCC1=O (Ac-OSu), CN1CCOCC1 (N-Methylmorpholin). Run in CN(C)C=O (DMF). The product is N([C@@H](COCC1=CC=CC=C1)C(=O)O)C(=O)C (Ac-Ser(Bzl)-OH). RXN SMILES: [NH2:1][C@H:2]([C:12]([OH:14])=[O:13])[CH2:3][O:4][CH2:5][C:6]1[CH:11]=[CH:10][CH:9]=[CH:8][CH:7]=1.[C:15](ON1C(=O)CCC1=O)([CH3:17])=[O:16].CN1CCOCC1>CN(C=O)C>[NH:1]([C:15]([CH3:17])=[O:16])[C@H:2]([C:12]([OH:14])=[O:13])[CH2:3][O:4][CH2:5][C:6]1[CH:7]=[CH:8][CH:9]=[CH:10][CH:11]=1. Procedure details: The same compound was also prepared by a different route. Thus, H-Ser(Bzl)-OH (18.6 g, 95.4 mmol) was dissolved in 45 ml Triton B, evaporated to dryness, and the residue re-evaporated twice with DMF (100 ml each). The residue was then stirred with Ac-OSu (16.9 g, 95.4 mmol) in 150 ml DMF for 20 hours. N-Methylmorpholin was added from time to time in order to maintain the reaction slightly basic. Removal of the solvent and extraction of the product into EtOAc followed by washing with small volume... Reactants: CC(=O)OC(C)=O, CC#N, CC(C)OC(=O)c1nc(Cl)c(Cl)[nH]1, Cc1ccc(S(=O)(=O)O)cc1. Product: CC(=O)OCn1c(C(=O)OC(C)C)nc(Cl)c1Cl. RXN SMILES: [CH3:14][C:15](=[O:16])[O:17][C:18](=[O:19])[CH3:20].[CH3:32][C:33]#[N:34].[CH:1]([CH3:2])([CH3:3])[O:4][C:5](=[O:6])[c:7]1[nH:8][c:9]([Cl:13])[c:10]([Cl:12])[n:11]1.[c:21]1([CH3:22])[cH:23][cH:24][c:25]([S:26]([OH:27])(=[O:28])=[O:29])[cH:30][cH:31]1>>[CH:1]([CH3:2])([CH3:3])[O:4][C:5](=[O:6])[c:7]1[n:8]([CH2:18][O:17][C:15]([CH3:14])=[O:16])[c:9]([Cl:13])[c:10]([Cl:12])[n:11]1.